From a dataset of the Open Reaction Database (ORD), a public repository of structured organic reaction records. describe an organic reaction: reactants, conditions, products, and yield The reactants are C(C)ON=C(C(C)=O)C1=CC=C(C=C1)OC[Si](C1=CC=C(C=C1)F)(C)C (1-(4-[{dimethyl-(4-fluorophenyl)-silyl}methoxy]phenyl)-propane-1,2-dione-1-ethyl-oxime), [Cl-].O[NH3+] (hydroxylammonium chloride). The solvent is N1=CC=CC=C1 (pyridine). Yields the product C(C)ON=C(C(C)=NO)C1=CC=C(C=C1)OC[Si](C1=CC=C(C=C1)F)(C)C (1-(4-[{Dimethyl-(4-fluorophenyl)-silyl}methoxy]phenyl)-propane-1,2-dione-1-ethyloxime-2-oxime). Reaction SMILES: [CH2:1]([O:3][N:4]=[C:5]([C:9]1[CH:14]=[CH:13][C:12]([O:15][CH2:16][Si:17]([CH3:26])([CH3:25])[C:18]2[CH:23]=[CH:22][C:21]([F:24])=[CH:20][CH:19]=2)=[CH:11][CH:10]=1)[C:6](=O)[CH3:7])[CH3:2].[Cl-].[OH:28][NH3+:29]>N1C=CC=CC=1>[CH2:1]([O:3][N:4]=[C:5]([C:9]1[CH:14]=[CH:13][C:12]([O:15][CH2:16][Si:17]([CH3:26])([CH3:25])[C:18]2[CH:23]=[CH:22][C:21]([F:24])=[CH:20][CH:19]=2)=[CH:11][CH:10]=1)[C:6](=[N:29][OH:28])[CH3:7])[CH3:2] |f:1.2|. Reported procedure: 14.3 g of 1-(4-[{dimethyl-(4-fluorophenyl)-silyl}methoxy]phenyl)-propane-1,2-dione-1-ethyl-oxime in 50 ml of pyridine are stirred with 3.5 g of hydroxylammonium chloride for 2 hours at 70° C. The reaction mixture is concentrated in vacuo and ethyl acetate is added to the residue; the organic phase is washed with water and saturated sodium chloride solution and dried over sodium sulfate; the solvent is evaporated off. Recrystallisation from hexane yields the title product having a melting point o... Starting materials: N1CCC(CC1)C1CCNCC1 (4,4′-bi-piperidine), BrCCCC1=CC=CC=C1 (1-bromo-3-phenylpropane), C([O-])([O-])=O.[K+].[K+] (potassium carbonate). Run in C(C)O (ethanol). Run at time 1 day. Yields the product C(C)(C)(C)OC(=O)N1CCC(CC1)C1CCN(CC1)CCCC1=CC=CC=C1 (1-tert-butoxycarbonyl-1′-(3-phenylpropan-1-yl)-4,4′-bipiperidine). Reaction SMILES: [NH:1]1[CH2:6][CH2:5][CH:4]([CH:7]2[CH2:12][CH2:11][NH:10][CH2:9][CH2:8]2)[CH2:3][CH2:2]1.Br[CH2:14][CH2:15][CH2:16][C:17]1[CH:22]=[CH:21][CH:20]=[CH:19][CH:18]=1.[C:23](=[O:26])([O-])[O-:24].[K+].[K+]>C(O)C>[C:4]([O:24][C:23]([N:1]1[CH2:6][CH2:5][CH:4]([CH:7]2[CH2:12][CH2:11][N:10]([CH2:14][CH2:15][CH2:16][C:17]3[CH:22]=[CH:21][CH:20]=[CH:19][CH:18]=3)[CH2:9][CH2:8]2)[CH2:3][CH2:2]1)=[O:26])([CH3:7])([CH3:5])[CH3:3] |f:2.3.4|. Procedure: To a solution of 10.98 g (45.52 mM) of 4,4′-bi-piperidine and 9.06 g (45.5 mM) of 1-bromo-3-phenylpropane in 150 ml of ethanol was added 18.9 g (137 mM) of potassium carbonate and the mixture was stirred at room temperature for one day. This reaction mixture was filtered and the solvent was removed from the filtrate under reduced pressure. The residue was dissolved in 100 ml of tetrahydrofuran, and after 11.9 g (54.6 mM) of di-tert-butyl dicarbonate was added, the mixture was stirred at room tem... The reactants are Br, O=C([O-])O, CC1=NN(c2ccc3c(c2)CCC3)C(=O)C1, CCO, Cl, O=N[O-], Nc1cccc(-c2coc(C(=O)O)c2)c1O, [Na+], [Na+]. Product: CC1=NN(c2ccc3c(c2)CCC3)C(=O)C1=NNc1cccc(-c2coc(C(=O)O)c2)c1O. Reaction SMILES: [BrH:1].[C:38](=[O:39])([OH:40])[O-:41].[CH2:22]1[CH2:23][CH2:24][c:25]2[cH:26][c:27]([N:31]3[N:32]=[C:33]([CH3:37])[CH2:34][C:35]3=[O:36])[cH:28][cH:29][c:30]21.[CH3:44][CH2:45][OH:46].[ClH:43].[N:18]([O-:19])=[O:20].[NH2:2][c:3]1[c:4]([OH:17])[c:5](-[c:9]2[cH:10][c:11]([C:14](=[O:15])[OH:16])[o:12][cH:13]2)[cH:6][cH:7][cH:8]1.[Na+:21].[Na+:42]>>[NH:2]([c:3]1[c:4]([OH:17])[c:5](-[c:9]2[cH:10][c:11]([C:14](=[O:15])[OH:16])[o:12][cH:13]2)[cH:6][cH:7][cH:8]1)[N:18]=[C:34]1[C:33]([CH3:37])=[N:32][N:31]([c:27]2[cH:26][c:25]3[c:30]([cH:29][cH:28]2)[CH2:22][CH2:23][CH2:24]3)[C:35]1=[O:36]. Starting materials: C(#N)C=1C=C(C=CC1F)/C=C/C(=O)OCC1=CC=CC=C1 (Benzyl (E)-3-(3-cyano-4-fluorophenyl)-acrylate). The reagents and catalysts are [Pd] (palladium on charcoal). Solvent: ClCCl.C(C)O (dichloromethane ethanol). Reaction conditions: time 2 hour. Product: C(#N)C=1C=C(C=CC1F)CCC(=O)O (3-(3-Cyano-4-fluorophenyl)-propionic acid). Yield: 101.8%. As a reaction SMILES: [C:1]([C:3]1[CH:4]=[C:5](/[CH:10]=[CH:11]/[C:12]([O:14]CC2C=CC=CC=2)=[O:13])[CH:6]=[CH:7][C:8]=1[F:9])#[N:2]>ClCCl.C(O)C.[Pd]>[C:1]([C:3]1[CH:4]=[C:5]([CH2:10][CH2:11][C:12]([OH:14])=[O:13])[CH:6]=[CH:7][C:8]=1[F:9])#[N:2] |f:1.2|. Procedure: Benzyl (E)-3-(3-cyano-4-fluorophenyl)-acrylate (Int. A6) (1.72 g, 6.1 mmol) was dissolved in 1:1 dichloromethane/ethanol (50 ml) and 10% palladium on charcoal (0.5 g) added. The mixture was hydrogenated for 2 h at ambient pressure, filtered and concentrated to provide the title compound as a white solid (1.2 g, 100%). 1H-NMR (CDCl3) δ 2.69 (2H, t), 2.97 (2H, t), 7.11 (1H, m), 7.43 (3H, m).